This data is from the Open Reaction Database (ORD), a public repository of structured organic reaction records. The task is: describe an organic reaction: reactants, conditions, products, and yield Reactants: C1(=CC=CC=C1)N1C(=NC2=C1C=CC=C2)[C@H](C)N ((S)-1-(1-phenyl-1H-benzo[d]imidazol-2-yl)ethanamine), ClC=1C2=C(N=CN1)NC=C2 (4-chloro-7H-pyrrolo[2,3-d]pyrimidine), C(C)N(C(C)C)C(C)C (N-ethyl-N-isopropylpropan-2-amine). The solvent is CCCCO (n-BuOH). Run at temperature 130 celsius, time 8 hour. Yields the product C1(=CC=CC=C1)N1C(=NC2=C1C=CC=C2)[C@H](C)NC=2C1=C(N=CN2)NC=C1 ((S)—N-(1-(1-phenyl-1H-benzo[d]imidazol-2-yl)ethyl)-7H-pyrrolo[2,3-d]pyrimidin-4-amine). Isolated yield 42.3%. RXN SMILES: [C:1]1([N:7]2[C:11]3[CH:12]=[CH:13][CH:14]=[CH:15][C:10]=3[N:9]=[C:8]2[C@@H:16]([NH2:18])[CH3:17])[CH:6]=[CH:5][CH:4]=[CH:3][CH:2]=1.Cl[C:20]1[C:21]2[CH:28]=[CH:27][NH:26][C:22]=2[N:23]=[CH:24][N:25]=1.C(N(C(C)C)C(C)C)C>CCCCO>[C:1]1([N:7]2[C:11]3[CH:12]=[CH:13][CH:14]=[CH:15][C:10]=3[N:9]=[C:8]2[C@@H:16]([NH:18][C:20]2[C:21]3[CH:28]=[CH:27][NH:26][C:22]=3[N:23]=[CH:24][N:25]=2)[CH3:17])[CH:2]=[CH:3][CH:4]=[CH:5][CH:6]=1. Procedure: Into a 25-mL round-bottom flask was placed a solution of (S)-1-(1-phenyl-1H-benzo[d]imidazol-2-yl)ethanamine from Example 4 (238 mg, 1.00 mmol, 1.00 equiv) in n-BuOH (5 mL), 4-chloro-7H-pyrrolo[2,3-d]pyrimidine (153 mg, 1.00 mmol, 1.00 equiv) and N-ethyl-N-isopropylpropan-2-amine (0.5 mL). The resulting solution was stirred overnight at 130° C. and concentrated under vacuum. The crude product was purified by applying onto a C18 Column (water/acetonitrile) to afford 150 mg (41%) of 148 as a white... Starting materials: C(C)(=O)OCC.CCCCCC (ethyl acetate hexane), [Si](C)(C)(C(C)(C)C)O[C@H]1C=C[C@H](C1)O ((-)-cis-4-tert-butyldimethylsilyloxy-2-cyclopentenol), C(C)OCC (diethyl ether), C(C)(=O)OC(C)=O (acetic anhydride). Run in N1=CC=CC=C1 (pyridine). Yields the product [Si](C)(C)(C(C)(C)C)O[C@H]1C=C[C@H](C1)OC(C)=O ((+)-acetic acid cis-4-tert-butyldimethylsilyloxy-cyclopent-2-enyl ester). Yield: 98.0%. Reaction SMILES: [Si:1]([O:8][C@@H:9]1[CH2:13][C@H:12]([OH:14])[CH:11]=[CH:10]1)([C:4]([CH3:7])([CH3:6])[CH3:5])([CH3:3])[CH3:2].[C:15](OC(=O)C)(=[O:17])[CH3:16].C(OCC)C.C(OCC)(=O)C.CCCCCC>N1C=CC=CC=1>[Si:1]([O:8][C@@H:9]1[CH2:13][C@H:12]([O:14][C:15](=[O:17])[CH3:16])[CH:11]=[CH:10]1)([C:4]([CH3:7])([CH3:6])[CH3:5])([CH3:3])[CH3:2] |f:3.4|. Reported procedure: Dissolve (-)-cis-4-tert-butyldimethylsilyloxy-2-cyclopentenol (1 g, 4.67 mmol, prepared in example 10) in pyridine (20 mL) and treat with acetic anhydride (2 mL). Stir the reaction overnight. Dilute the reaction with diethyl ether (100 mL), wash with 3M hydrochloric acid (3×100 mL), saturated sodium bicarbonate (100 mL), brine (100 mL), dry over anhydrous magnesium sulfate, filter and concentrate under vacuum to provide the title compound (1 g, 98% yield) Rf =0.5 (5% ethyl acetate/hexane) [α]20D...